describe an organic reaction: reactants, conditions, products, and yield From a dataset of the Open Reaction Database (ORD), a public repository of structured organic reaction records. Starting materials: CC(=O)Nc1ccc(S(=O)(=O)Cl)cc1, CCOC(C)=O, CC1(C)Cc2cc(C(=O)O)ccc2NC1c1cccc(N)c1, c1ccncc1. The product is CC(=O)Nc1ccc(S(=O)(=O)Nc2cccc(C3Nc4ccc(C(=O)O)cc4CC3(C)C)c2)cc1. As a reaction SMILES: [C:23]([CH3:24])(=[O:25])[NH:26][c:27]1[cH:28][cH:29][c:30]([S:33](=[O:34])(=[O:35])[Cl:36])[cH:31][cH:32]1.[CH3:37][CH2:38][O:39][C:40](=[O:41])[CH3:42].[NH2:1][c:2]1[cH:3][c:4]([CH:8]2[NH:9][c:10]3[cH:11][cH:12][c:13]([C:20](=[O:21])[OH:22])[cH:14][c:15]3[CH2:16][C:17]2([CH3:18])[CH3:19])[cH:5][cH:6][cH:7]1.[cH:43]1[cH:44][cH:45][n:46][cH:47][cH:48]1>>[NH:1]([c:2]1[cH:3][c:4]([CH:8]2[NH:9][c:10]3[cH:11][cH:12][c:13]([C:20](=[O:21])[OH:22])[cH:14][c:15]3[CH2:16][C:17]2([CH3:18])[CH3:19])[cH:5][cH:6][cH:7]1)[S:33]([c:30]1[cH:29][cH:28][c:27]([NH:26][C:23]([CH3:24])=[O:25])[cH:32][cH:31]1)(=[O:34])=[O:35]. The reactants are ClC1=CC2=C(N3C(=NN=C3CNC2)C2CCN(CC2)C2=NC=CC=C2)C=C1 (8-Chloro-1-(3,4,5,6-tetrahydro-2H-[1,2′]bipyridinyl-4-yl)-5,6-dihydro-4H-2,3,5,10b-tetraaza-benzo[e]azulene), C(=O)O (formic acid). The product is ClC1=CC2=C(N3C(=NN=C3CN(C2)C=O)C2CCN(CC2)C2=NC=CC=C2)C=C1 (8-Chloro-1-(3,4,5,6-tetrahydro-2H-[1,2′]bipyridinyl-4-yl)-4H,6H-2,3,5,10b-tetraaza-benzo[e]azulene-5-carbaldehyde). Reaction SMILES: [Cl:1][C:2]1[CH:27]=[CH:26][C:5]2[N:6]3[C:10]([CH2:11][NH:12][CH2:13][C:4]=2[CH:3]=1)=[N:9][N:8]=[C:7]3[CH:14]1[CH2:19][CH2:18][N:17]([C:20]2[CH:25]=[CH:24][CH:23]=[CH:22][N:21]=2)[CH2:16][CH2:15]1.[CH:28](O)=[O:29]>>[Cl:1][C:2]1[CH:27]=[CH:26][C:5]2[N:6]3[C:10]([CH2:11][N:12]([CH:28]=[O:29])[CH2:13][C:4]=2[CH:3]=1)=[N:9][N:8]=[C:7]3[CH:14]1[CH2:15][CH2:16][N:17]([C:20]2[CH:25]=[CH:24][CH:23]=[CH:22][N:21]=2)[CH2:18][CH2:19]1. Reported procedure: A solution of the amine from example 4 (300 mg, 0.79 mmol) in formic acid (15 ml) was stirred at 80° C. for 3 hours. The cooled mixture was concentrated under reduced pressure and the residue was partitioned between ethyl acetate and sodium bicarbonate solution. The layers were separated, and the organic phase was evaporated under reduced pressure to give the title compound.